From a dataset of the Open Reaction Database (ORD), a public repository of structured organic reaction records. describe an organic reaction: reactants, conditions, products, and yield The reactants are OC=1C=C(C(C(=O)OC)=CC1)C(=O)OC (dimethyl 4-hydroxyphthalate), BrCCCOC1=CC=CC=C1 (1-bromo-3-phenoxypropane), C([O-])([O-])=O.[K+].[K+] (potassium carbonate). Solvent: CC(CC)=O (butanone). Product: O(C1=CC=CC=C1)CCCOC=1C=C(C(C(=O)OC)=CC1)C(=O)OC (Dimethyl 4-(3-phenoxypropoxy)phthalate). RXN SMILES: [OH:1][C:2]1[CH:3]=[C:4]([C:12]([O:14][CH3:15])=[O:13])[C:5](=[CH:10][CH:11]=1)[C:6]([O:8][CH3:9])=[O:7].Br[CH2:17][CH2:18][CH2:19][O:20][C:21]1[CH:26]=[CH:25][CH:24]=[CH:23][CH:22]=1.C(=O)([O-])[O-].[K+].[K+]>CC(=O)CC>[O:20]([CH2:19][CH2:18][CH2:17][O:1][C:2]1[CH:3]=[C:4]([C:12]([O:14][CH3:15])=[O:13])[C:5](=[CH:10][CH:11]=1)[C:6]([O:8][CH3:9])=[O:7])[C:21]1[CH:26]=[CH:25][CH:24]=[CH:23][CH:22]=1 |f:2.3.4|. Reported procedure: A mixture of dimethyl 4-hydroxyphthalate (2.1 g; 0.01 mole), 1-bromo-3-phenoxypropane (2.15 g; 0.01 mole) and anhydrous potassium carbonate (1.52 g; 0.015 mole) in dry butanone (30 ml) was stirred at reflux overnight and the cooled mixture filtered. Evaporation in vacuo afforded the title compound in quantitative yield. νmax (film) 1730, 1605 cm-1 ; τ(CDCl3) 7.77 (2H, quintet, J 6.5 Hz); 6.16 (3H, s); 6.11 (3H, s); 5.86 (2H, t, J 6.5 Hz); 5.78 (2H, t, J 6.7 Hz); 3.20-2.55 (7H, m); 2.19 (1H, d, J... The reactants are CC(C=CC(F)=C(C)C=Cc1c(C)sc(C)c1C)=CC(=O)O, CN(C)C=O, O=C(Cl)C(=O)Cl, N, c1ccccc1. Yields the product CC(C=CC(F)=C(C)C=Cc1c(C)sc(C)c1C)=CC(N)=O. As a reaction SMILES: [CH3:1][C:2](=[CH:3][C:4](=[O:5])[OH:6])[CH:7]=[CH:8][C:9](=[C:10]([CH:11]=[CH:12][c:13]1[c:14]([CH3:20])[s:15][c:16]([CH3:19])[c:17]1[CH3:18])[CH3:21])[F:22].[CH3:36][N:37]([CH3:38])[CH:39]=[O:40].[Cl:23][C:24]([C:25]([Cl:26])=[O:27])=[O:28].[NH3:29].[cH:30]1[cH:31][cH:32][cH:33][cH:34][cH:35]1>>[CH3:1][C:2](=[CH:3][C:4](=[O:5])[NH2:29])[CH:7]=[CH:8][C:9](=[C:10]([CH:11]=[CH:12][c:13]1[c:14]([CH3:20])[s:15][c:16]([CH3:19])[c:17]1[CH3:18])[CH3:21])[F:22]. Reactants: O=C([O-])[O-], ClCCl, O=C(Cl)CC(F)=C(F)F, [K+], [K+], COc1cc(OC)nc(N)n1, O. Yields the product COc1cc(OC)nc(NC(=O)CC(F)=C(F)F)n1. RXN SMILES: [C:12](=[O:13])([O-:14])[O-:15].[Cl:27][CH2:28][Cl:29].[F:18][C:19]([CH2:20][C:21](=[O:22])[Cl:23])=[C:24]([F:25])[F:26].[K+:16].[K+:17].[NH2:1][c:2]1[n:3][c:4]([O:10][CH3:11])[cH:5][c:6]([O:8][CH3:9])[n:7]1.[OH2:30]>>[NH:1]([c:2]1[n:3][c:4]([O:10][CH3:11])[cH:5][c:6]([O:8][CH3:9])[n:7]1)[C:21]([CH2:20][C:19]([F:18])=[C:24]([F:25])[F:26])=[O:22]. The reactants are CC(C)(C)OC(=O)CC(CCCC1CCCCC1)c1nc(CN)no1, CC(C)(C)NS(=O)(=O)Cl, c1ccncc1. Product: CC(C)(C)NS(=O)(=O)NCc1noc(C(CCCC2CCCCC2)CC(=O)OC(C)(C)C)n1. RXN SMILES: [C:1]([CH3:2])([CH3:3])([CH3:4])[O:5][C:6]([CH2:7][CH:8]([CH2:9][CH2:10][CH2:11][CH:12]1[CH2:13][CH2:14][CH2:15][CH2:16][CH2:17]1)[c:18]1[n:19][c:20]([CH2:23][NH2:24])[n:21][o:22]1)=[O:25].[C:26]([CH3:27])([CH3:28])([CH3:29])[NH:30][S:31](=[O:32])(=[O:33])[Cl:34].[cH:35]1[cH:36][cH:37][n:38][cH:39][cH:40]1>>[C:1]([CH3:2])([CH3:3])([CH3:4])[O:5][C:6]([CH2:7][CH:8]([CH2:9][CH2:10][CH2:11][CH:12]1[CH2:13][CH2:14][CH2:15][CH2:16][CH2:17]1)[c:18]1[n:19][c:20]([CH2:23][NH:24][S:31]([NH:30][C:26]([CH3:27])([CH3:28])[CH3:29])(=[O:32])=[O:33])[n:21][o:22]1)=[O:25]. Reactants: C(C)OC1=C(C=CC=C1)C1=NN2C(C(N1)=O)=C(N=C2C2CCCCCC2)C (2-(2-Ethoxyphenyl)-5-methyl-7-cycloheptyl-3H-imidazo[5,1-f][1,2,4]-triazin-4-one), BrCC(=O)Br (bromoacetyl bromide), [Cl-].[Cl-].[Cl-].[Al+3] (aluminum trichloride). Run in CCOCC (ether). Product: BrCC(=O)C=1C=CC(=C(C1)C1=NN2C(C(N1)=O)=C(N=C2C2CCCCCC2)C)OCC (2-[5-(2-Bromoacetyl)-2-ethoxyphenyl]-5-methyl-7-cycloheptyl-3H-imidazo[5,1-f][1,2,4]-triazin-4-one). Yield: 66.5%. RXN SMILES: [CH2:1]([O:3][C:4]1[CH:9]=[CH:8][CH:7]=[CH:6][C:5]=1[C:10]1[NH:15][C:14](=[O:16])[C:13]2=[C:17]([CH3:27])[N:18]=[C:19]([CH:20]3[CH2:26][CH2:25][CH2:24][CH2:23][CH2:22][CH2:21]3)[N:12]2[N:11]=1)[CH3:2].[Br:28][CH2:29][C:30](Br)=[O:31].[Cl-].[Cl-].[Cl-].[Al+3]>CCOCC>[Br:28][CH2:29][C:30]([C:7]1[CH:8]=[CH:9][C:4]([O:3][CH2:1][CH3:2])=[C:5]([C:10]2[NH:15][C:14](=[O:16])[C:13]3=[C:17]([CH3:27])[N:18]=[C:19]([CH:20]4[CH2:26][CH2:25][CH2:24][CH2:23][CH2:22][CH2:21]4)[N:12]3[N:11]=2)[CH:6]=1)=[O:31] |f:2.3.4.5|. Procedure details: Analogously to example 57A, 1.36 g (3.7 mmol) of the compound from example 28A were reacted with 1.5 g (7.4 mmol) of bromoacetyl bromide and 1.48 g (1.1 mmol) of aluminum trichloride. Trituration with ether gave 1.2 g (66.3%) of the desired product.